From a dataset of the Open Reaction Database (ORD), a public repository of structured organic reaction records. describe an organic reaction: reactants, conditions, products, and yield Yields the product C(C)(C)(C)C=1C=C(C=CC1N(CC)CC)C=1C=C(C=CC1OCCCCNC(C)C)C1=CC=C(C=C1)C(=O)O (3″-tert-butyl-4″-diethylamino-4′-(4-isopropylaminobutoxy)-[1,1′;3′,1″]terphenyl-4-carboxylic acid). Reactants: C(C)(C)(C)C=1C=C(C=CC1N(CC)CC)C=1C=C(C=CC1OCCCCNC(C)C)C1=CC=C(C=C1)C(=O)OCC (ethyl 3″-tert-butyl-4″-diethylamino-4′-(4-isopropylaminobutoxy)-[1,1′;3′,1″]terphenyl-4-carboxylate), [OH-].[Na+] (sodium hydroxide), 3″-tert-butyl-4″-diethylamino-4′-(4-isopropylaminobutog)-[1,1′;3′,1″]terphenyl-4-carboxylic acid. Reported procedure: In a manner similar to that of Example 3, by reacting 190 mg of ethyl 3″-tert-butyl-4″-diethylamino-4′-(4-isopropylaminobutoxy)-[1,1′;3′,1″]terphenyl-4-carboxylate (0.3 mmol) with 0.5 mL of 1N sodium hydroxide solution, 45 mg of 3″-tert-butyl-4″-diethylamino-4′-(4-isopropylaminobutog)-[1,1′;3′,1″]terphenyl-4-carboxylic acid are obtained (yield=25%) in the form of a white solid. RXN SMILES: [C:1]([C:5]1[CH:6]=[C:7]([C:16]2[CH:17]=[C:18]([C:31]3[CH:36]=[CH:35][C:34]([C:37]([O:39]CC)=[O:38])=[CH:33][CH:32]=3)[CH:19]=[CH:20][C:21]=2[O:22][CH2:23][CH2:24][CH2:25][CH2:26][NH:27][CH:28]([CH3:30])[CH3:29])[CH:8]=[CH:9][C:10]=1[N:11]([CH2:14][CH3:15])[CH2:12][CH3:13])([CH3:4])([CH3:3])[CH3:2].[OH-].[Na+]>>[C:1]([C:5]1[CH:6]=[C:7]([C:16]2[CH:17]=[C:18]([C:31]3[CH:32]=[CH:33][C:34]([C:37]([OH:39])=[O:38])=[CH:35][CH:36]=3)[CH:19]=[CH:20][C:21]=2[O:22][CH2:23][CH2:24][CH2:25][CH2:26][NH:27][CH:28]([CH3:29])[CH3:30])[CH:8]=[CH:9][C:10]=1[N:11]([CH2:12][CH3:13])[CH2:14][CH3:15])([CH3:4])([CH3:3])[CH3:2] |f:1.2|. The yield is 25.0%. Reactants: C(C)(=O)C1=CC=C(C=C1)C(C)=O (1,4-diacetylbenzene), BrBr (bromine). The reagents and catalysts are [Cl-].[Al+3].[Cl-].[Cl-] (aluminum chloride). Run in C(C)OCC (diethylether), O (water). Reaction conditions: time 30 minute. Yields the product C(C)(=O)C1=CC=C(C=C1)C(CBr)=O (4-Acetylphenyl-2-bromo-1-ethanone). Yield: 88.8%. As a reaction SMILES: [C:1]([C:4]1[CH:9]=[CH:8][C:7]([C:10](=[O:12])[CH3:11])=[CH:6][CH:5]=1)(=[O:3])[CH3:2].[Br:13]Br>C(OCC)C.O.[Cl-].[Al+3].[Cl-].[Cl-]>[C:10]([C:7]1[CH:8]=[CH:9][C:4]([C:1](=[O:3])[CH2:2][Br:13])=[CH:5][CH:6]=1)(=[O:12])[CH3:11] |f:4.5.6.7|. Procedure details: To a stirred solution of 1,4-diacetylbenzene (5.3 g, 32.7 mmol), aluminum chloride (0.05 g, 0.38 mmol) in diethylether (50 ml) was added bromine (5.3 g, 32.7 mmol) dropwise over 20 minutes. The mixture was stirred for 30 minutes, and diluted with water. The whole was concentrated to remove diethylether, and the aqueous suspension was filtered to give 7.0 g of white solid. The compound was used for next reaction without purification. The reactants are O=C(Cl)Cl, CNOC, Cc1ccccc1, Cc1cccc(C2CC2)c1Oc1nnc(Cl)cc1O, Cl, O, Cc1ccccc1, c1ccncc1. The product is CON(C)C(=O)Oc1cc(Cl)nnc1Oc1c(C)cccc1C1CC1. Reaction SMILES: [C:33](=[O:34])([Cl:35])[Cl:36].[CH3:38][NH:39][O:40][CH3:41].[CH3:43][c:44]1[cH:45][cH:46][cH:47][cH:48][cH:49]1.[Cl:1][c:2]1[cH:3][c:4]([OH:19])[c:5]([O:8][c:9]2[c:10]([CH:16]3[CH2:17][CH2:18]3)[cH:11][cH:12][cH:13][c:14]2[CH3:15])[n:6][n:7]1.[ClH:37].[OH2:42].[c:26]1([CH3:27])[cH:28][cH:29][cH:30][cH:31][cH:32]1.[cH:20]1[cH:21][cH:22][n:23][cH:24][cH:25]1>>[Cl:1][c:2]1[cH:3][c:4]([O:19][C:33](=[O:34])[N:39]([CH3:38])[O:40][CH3:41])[c:5]([O:8][c:9]2[c:10]([CH:16]3[CH2:17][CH2:18]3)[cH:11][cH:12][cH:13][c:14]2[CH3:15])[n:6][n:7]1. Starting materials: ClC1=CC=C(C=C1)C(=O)N([C@H]1[C@@H](CN(CC1)C1=CC=C(C=N1)C(=O)OCC)C1=CC(=C(C=C1)Cl)Cl)C (ethyl 6-[(3R,4R)-4-{[(4-chlorophenyl)carbonyl](methyl)amino}-3-(3,4-dichlorophenyl)piperidin-1-yl]pyridine-3-carboxylate), [OH-].[Na+] (sodium hydroxide). Solvent: CO (methanol). Reaction conditions: time 10 hour. Product: ClC1=CC=C(C=C1)C(=O)N([C@H]1[C@@H](CN(CC1)C1=CC=C(C=N1)C(=O)O)C1=CC(=C(C=C1)Cl)Cl)C (6-[(3R,4R)-4-{[(4-chlorophenyl)carbonyl](methyl)amino}-3-(3,4-dichlorophenyl)piperidin-1-yl]pyridine-3-carboxylic acid). Isolated yield 99.9%. As a reaction SMILES: [Cl:1][C:2]1[CH:7]=[CH:6][C:5]([C:8]([N:10]([CH3:36])[C@@H:11]2[CH2:16][CH2:15][N:14]([C:17]3[N:22]=[CH:21][C:20]([C:23]([O:25]CC)=[O:24])=[CH:19][CH:18]=3)[CH2:13][C@H:12]2[C:28]2[CH:33]=[CH:32][C:31]([Cl:34])=[C:30]([Cl:35])[CH:29]=2)=[O:9])=[CH:4][CH:3]=1.[OH-].[Na+]>CO>[Cl:1][C:2]1[CH:7]=[CH:6][C:5]([C:8]([N:10]([CH3:36])[C@@H:11]2[CH2:16][CH2:15][N:14]([C:17]3[N:22]=[CH:21][C:20]([C:23]([OH:25])=[O:24])=[CH:19][CH:18]=3)[CH2:13][C@H:12]2[C:28]2[CH:33]=[CH:32][C:31]([Cl:34])=[C:30]([Cl:35])[CH:29]=2)=[O:9])=[CH:4][CH:3]=1 |f:1.2|. Procedure: To a solution of the compound (0.500 g) obtained in Example 478 in methanol (6 mL) was added 1N aqueous sodium hydroxide solution (2.74 mL), and the mixture was stirred for 10 hr. The reaction mixture was concentrated, the residue was made neutral with 1N hydrochloric acid, and the resultant product was extracted with ethyl acetate. The organic layer was washed with brine and dried, and the solvent was evaporated under reduced pressure. The obtained residue was purified by silica gel column chro... Starting materials: ClB(Cl)Cl, CSC#N, Cc1ccccc1, [Na+], [OH-], c1ccc2c(c1)[nH]c1ccccc12. The product is N#Cc1cccc2c1[nH]c1ccccc12. RXN SMILES: [B:1]([Cl:2])([Cl:3])[Cl:4].[CH3:18][S:19][C:20]#[N:21].[CH3:24][c:25]1[cH:26][cH:27][cH:28][cH:29][cH:30]1.[Na+:23].[OH-:22].[cH:5]1[cH:6][cH:7][cH:8][c:9]2[c:10]3[cH:11][cH:12][cH:13][cH:14][c:15]3[nH:16][c:17]12>>[cH:5]1[cH:6][cH:7][cH:8][c:9]2[c:10]3[cH:11][cH:12][cH:13][c:14]([C:20]#[N:21])[c:15]3[nH:16][c:17]12. Reactants: C(C)NC(=O)NC1=CC=C(C=C1)C=1N=C(C2=C(N1)CNCC2)N2CCOCC2 (1-Ethyl-3-(4-(4-morpholino-5,6,7,8-tetrahydropyrido[3,4-d]pyrimidin-2-yl)phenyl)urea), C=O (formaldehyde). Yields the product C(C)NC(=O)NC1=CC=C(C=C1)C=1N=C(C2=C(N1)CN(CC2)C)N2CCOCC2 (1-ethyl-3-(4-(7-methyl-4-morpholino-5,6,7,8-tetrahydropyrido[3,4-d]pyrimidin-2-yl)phenyl)urea). Reaction SMILES: [CH2:1]([NH:3][C:4]([NH:6][C:7]1[CH:12]=[CH:11][C:10]([C:13]2[N:14]=[C:15]([N:23]3[CH2:28][CH2:27][O:26][CH2:25][CH2:24]3)[C:16]3[CH2:22][CH2:21][NH:20][CH2:19][C:17]=3[N:18]=2)=[CH:9][CH:8]=1)=[O:5])[CH3:2].[CH2:29]=O>>[CH2:1]([NH:3][C:4]([NH:6][C:7]1[CH:8]=[CH:9][C:10]([C:13]2[N:14]=[C:15]([N:23]3[CH2:24][CH2:25][O:26][CH2:27][CH2:28]3)[C:16]3[CH2:22][CH2:21][N:20]([CH3:29])[CH2:19][C:17]=3[N:18]=2)=[CH:11][CH:12]=1)=[O:5])[CH3:2]. Reported procedure: Method as example 26 using 1-Ethyl-3-(4-(4-morpholino-5,6,7,8-tetrahydropyrido[3,4-d]pyrimidin-2-yl)phenyl)urea (example 82) and formaldehyde as starting materials.